Dataset: the Open Reaction Database (ORD), a public repository of structured organic reaction records. Task: describe an organic reaction: reactants, conditions, products, and yield Starting materials: [N+](=O)([O-])C1=C(C=C(C=C1)N1CCCCC1)B1OC(C(O1)(C)C)(C)C (1-(4-nitro-3-(4,4,5,5-tetramethyl-1,3,2-dioxaborolan-2-yl)phenyl)piperidine), BrC1=NC=CC(=C1)C(CCC1=CC=CC=C1)=O (1-(2-bromopyridin-4-yl)-3-phenylpropan-1-one), C1=CC=C(C=C1)P(C2=CC=CC=C2)C3=CC=CC=C3 (PPh3). Reagents/catalysts: CC(=O)[O-].CC(=O)[O-].[Pd+2] (Pd(OAc)2). Run in C(=O)([O-])[O-].[Na+].[Na+] (Na2CO3), C(OC)COC (dimethoxyethane), C(C)(=O)OCC (ethyl acetate). Product: [N+](=O)([O-])C1=C(C=C(C=C1)N1CCCCC1)C1=NC=CC(=C1)C(CCC1=CC=CC=C1)=O (1-(2-(2-nitro-5-(piperidin-1-yl)phenyl)pyridin-4-yl)-3-phenylpropan-1-one). Yield: 81.5%. As a reaction SMILES: [N+:1]([C:4]1[CH:9]=[CH:8][C:7]([N:10]2[CH2:15][CH2:14][CH2:13][CH2:12][CH2:11]2)=[CH:6][C:5]=1B1OC(C)(C)C(C)(C)O1)([O-:3])=[O:2].Br[C:26]1[CH:31]=[C:30]([C:32](=[O:41])[CH2:33][CH2:34][C:35]2[CH:40]=[CH:39][CH:38]=[CH:37][CH:36]=2)[CH:29]=[CH:28][N:27]=1.C1C=CC(P(C2C=CC=CC=2)C2C=CC=CC=2)=CC=1>C([O-])([O-])=O.[Na+].[Na+].C(COC)OC.C(OCC)(=O)C.CC([O-])=O.CC([O-])=O.[Pd+2]>[N+:1]([C:4]1[CH:9]=[CH:8][C:7]([N:10]2[CH2:11][CH2:12][CH2:13][CH2:14][CH2:15]2)=[CH:6][C:5]=1[C:28]1[CH:29]=[C:30]([C:32](=[O:41])[CH2:33][CH2:34][C:35]2[CH:36]=[CH:37][CH:38]=[CH:39][CH:40]=2)[CH:31]=[CH:26][N:27]=1)([O-:3])=[O:2] |f:3.4.5,8.9.10|. Procedure: A solution of 200 mg of 1-(4-nitro-3-(4,4,5,5-tetramethyl-1,3,2-dioxaborolan-2-yl)phenyl)piperidine 1.1e, 168 mg of 1-(2-bromopyridin-4-yl)-3-phenylpropan-1-one 5.1a, 12 mg of Pd(OAc)2, 58 mg of PPh3 in 1.25 mL of 2 N aqueous Na2CO3 solution and 3 mL of dimethoxyethane was refluxed for 4 h. The mixture was diluted with ethyl acetate and washed with water twice. The combined organic layer was dried over Na2SO4 and the solvent was evaporated. The residue was chromatographed on silica gel eluting w... Starting materials: Cc1cc(C)cc(P(c2cc(C)cc(C)c2)c2cc3ccccc3c(OC(C)(C)C)n2)c1, O=CO. Product: Cc1cc(C)cc(P(c2cc(C)cc(C)c2)c2cc3ccccc3c(=O)[nH]2)c1. Reaction SMILES: [C:1]([CH3:2])([CH3:3])([CH3:4])[O:5][c:6]1[n:7][c:8]([P:16]([c:17]2[cH:18][c:19]([CH3:24])[cH:20][c:21]([CH3:23])[cH:22]2)[c:25]2[cH:26][c:27]([CH3:32])[cH:28][c:29]([CH3:31])[cH:30]2)[cH:9][c:10]2[cH:11][cH:12][cH:13][cH:14][c:15]12.[CH:33]([OH:34])=[O:35]>>[O:5]=[c:6]1[nH:7][c:8]([P:16]([c:17]2[cH:18][c:19]([CH3:24])[cH:20][c:21]([CH3:23])[cH:22]2)[c:25]2[cH:26][c:27]([CH3:32])[cH:28][c:29]([CH3:31])[cH:30]2)[cH:9][c:10]2[cH:11][cH:12][cH:13][cH:14][c:15]12. Reactants: Cl.ClCC1=CC(=NC=C1)C1=CC(=C(C=C1)Cl)Cl (4-chloromethyl-2-(3,4-dichloro-phenyl)-pyridine hydrochloride), CC=1NC=CN1 (2-methylimidazole). Yields the product Cl.ClC=1C=C(C=CC1Cl)C1=NC=CC(=C1)CN1C(=NC=C1)C (2-(3,4-Dichloro-phenyl)-4-(2-methyl-imidazol-1-yl-methyl)-pyridine Hydrochloride), solid. Yield: 51.0%. RXN SMILES: Cl.[Cl:2][CH2:3][C:4]1[CH:9]=[CH:8][N:7]=[C:6]([C:10]2[CH:15]=[CH:14][C:13]([Cl:16])=[C:12]([Cl:17])[CH:11]=2)[CH:5]=1.[CH3:18][C:19]1[NH:20][CH:21]=[CH:22][N:23]=1>>[ClH:2].[Cl:17][C:12]1[CH:11]=[C:10]([C:6]2[CH:5]=[C:4]([CH2:3][N:20]3[CH:21]=[CH:22][N:23]=[C:19]3[CH3:18])[CH:9]=[CH:8][N:7]=2)[CH:15]=[CH:14][C:13]=1[Cl:16] |f:0.1,3.4|. Reported procedure: The title compound, MS: m/e=317.0 (M+) was obtained as a beige solid (51% yield) by the reaction of 4-chloromethyl-2-(3,4-dichloro-phenyl)-pyridine hydrochloride (1:1) with 2-methylimidazole, using sodium hydride and triethylamine as base followed by formation of the hydrochloride salt.